This data is from the Open Reaction Database (ORD), a public repository of structured organic reaction records. The task is: describe an organic reaction: reactants, conditions, products, and yield Reactants: COC(=O)[C@@H]1C[C@@H](CC1)C(=O)O ((1R,3S)-3-(methoxycarbonyl)cyclopentanecarboxylic acid), CN(C)C=O (DMF), C[Si](C=1SC=CN1)(C)C (2-(trimethylsilyl)thiazole), C(C(=O)Cl)(=O)Cl (oxalyl chloride). The solvent is ClCCl (dichloromethane), ClCCl (dichloromethane). Reaction conditions: temperature 0 celsius, time 30 minute. Yields the product S1C(=NC=C1)C(=O)[C@H]1C[C@H](CC1)C(=O)OC ((1S,3R)-methyl 3-(thiazole-2-carbonyl)cyclopentanecarboxylate). Reaction SMILES: [CH3:1][O:2][C:3]([C@H:5]1[CH2:9][CH2:8][C@@H:7]([C:10]([OH:12])=O)[CH2:6]1)=[O:4].CN(C=O)C.C(Cl)(=O)C(Cl)=O.C[Si](C)(C)[C:26]1[S:27][CH:28]=[CH:29][N:30]=1>ClCCl>[S:27]1[CH:28]=[CH:29][N:30]=[C:26]1[C:10]([C@@H:7]1[CH2:8][CH2:9][C@H:5]([C:3]([O:2][CH3:1])=[O:4])[CH2:6]1)=[O:12]. Reported procedure: To a solution of (1R,3S)-3-(methoxycarbonyl)cyclopentanecarboxylic acid (130 mg, 0.76 mmol) in dichloromethane (3 mL) was added DMF (5.85 μL, 0.08 mmol). The solution was cooled to 0° C. oxalyl chloride (73.0 μL, 0.83 mmol) was added. The mixture was stirred at 0° C. for 30 minutes and then allowed to warm to room temperature for one hour. The reaction was re-cooled to 0° C., 2-(trimethylsilyl)thiazole (178.0 mL, 1.13 mmol) was added and the mixture was stirred at room temperature for two hours.... Reactants: CO, O=CNc1nc(C(=O)C(=O)O)cs1, Cl, NOCC(F)(F)F, [Na+], [OH-], O. Product: O=CNc1nc(C(=NOCC(F)(F)F)C(=O)O)cs1. As a reaction SMILES: [CH3:24][OH:25].[CH:1](=[O:2])[NH:3][c:4]1[s:5][cH:6][c:7]([C:9]([C:10](=[O:11])[OH:12])=[O:13])[n:8]1.[ClH:16].[F:17][C:18]([CH2:19][O:20][NH2:21])([F:22])[F:23].[Na+:15].[OH-:14].[OH2:26]>>[CH:1](=[O:2])[NH:3][c:4]1[s:5][cH:6][c:7]([C:9]([C:10](=[O:11])[OH:12])=[N:21][O:20][CH2:19][C:18]([F:17])([F:22])[F:23])[n:8]1.